Dataset: the Open Reaction Database (ORD), a public repository of structured organic reaction records. Task: describe an organic reaction: reactants, conditions, products, and yield The reactants are CC1=CN(C2=CC(=CC=C12)C=O)CCCC1=CC=CC=C1 (3-methyl-1-{3-(phenyl)propyl}-1 H-indole-6-carboxaldehyde), C(=O)(OC)C=P(C1=CC=CC=C1)(C1=CC=CC=C1)C1=CC=CC=C1 (carbomethoxymethylene triphenylphosphorane), C1(=CC=CC=C1)C (toluene), O (water). Run at temperature 80 celsius. Product: CC1=CN(C2=CC(=CC=C12)C=CC(=O)OC)CCCC1=CC=CC=C1 (Methyl 3-(3-methyl-1-{3-(phenyl)propyl}-1 H-indol-6-yl)-propenoate). As a reaction SMILES: [CH3:1][C:2]1[C:10]2[C:5](=[CH:6][C:7](C=O)=[CH:8][CH:9]=2)[N:4]([CH2:13][CH2:14][CH2:15][C:16]2[CH:21]=[CH:20][CH:19]=[CH:18][CH:17]=2)[CH:3]=1.[C:22]([CH:26]=P(C1C=CC=CC=1)(C1C=CC=CC=1)C1C=CC=CC=1)([O:24][CH3:25])=[O:23].O.[C:47]1(C)C=CC=CC=1>>[CH3:1][C:2]1[C:10]2[C:5](=[CH:6][C:7]([CH:47]=[CH:26][C:22]([O:24][CH3:25])=[O:23])=[CH:8][CH:9]=2)[N:4]([CH2:13][CH2:14][CH2:15][C:16]2[CH:17]=[CH:18][CH:19]=[CH:20][CH:21]=2)[CH:3]=1. Reported procedure: A stirred 3-methyl-1-{3-(phenyl)propyl}-1 H-indole-6-carboxaldehyde (0.283 g, Reference Example 40) in dry toluene (20 ml), under argon, was treated with carbomethoxymethylene triphenylphosphorane (0.409 g). The mixture was heated at 80° C. for 4 hours then cooled to room temperature and then poured into water (20 ml). The organic phase was separated and the aqueous phase was extracted three times with ethyl acetate (30 ml). The combined organic phases were dried over magnesium sulphate then eva... Reactants: C(#N)CC1=CC=C(C=C1)C(C(=O)OC(C)(C)C)=C (t-Butyl p-(cyanomethyl)-phenylacrylate), [H][H] (hydrogen), Cl (HCl). The reagents and catalysts are [Pd] (palladium on carbon). Run in C(C)(C)O (isopropanol). Run at time 8 hour. Yields the product Cl.NCCC1=CC=C(C=C1)C(C(=O)OC(C)(C)C)C (t-butyl p-(2-aminoethyl)-phenylpropionate hydrochloride). As a reaction SMILES: [C:1]([CH2:3][C:4]1[CH:9]=[CH:8][C:7]([C:10](=[CH2:18])[C:11]([O:13][C:14]([CH3:17])([CH3:16])[CH3:15])=[O:12])=[CH:6][CH:5]=1)#[N:2].[H][H].[ClH:21]>[Pd].C(O)(C)C>[ClH:21].[NH2:2][CH2:1][CH2:3][C:4]1[CH:9]=[CH:8][C:7]([CH:10]([CH3:18])[C:11]([O:13][C:14]([CH3:17])([CH3:16])[CH3:15])=[O:12])=[CH:6][CH:5]=1 |f:5.6|. Procedure details: t-Butyl p-(cyanomethyl)-phenylacrylate (6.0 g) is combined with 600 mg 10% palladium on carbon in 80 ml isopropanol and 24 ml 1N HCl and treated with hydrogen at room temperature. After 8 hours at 3 atmospheres pressure, the catalyst is filtered off and the filtrate concentrated under vacuum. The residue is triturated with ether, filtered and dried under vacuum to afford t-butyl p-(2-aminoethyl)-phenylpropionate hydrochloride as a white solid. The hydrochloride salt is partitioned between ethyl ... Starting materials: ClC1=NN2C(C(=CC=C2)NCC2=CC(=CC=C2)OC)=N1 ((2-chloro-[1,2,4]triazolo[1,5-a]pyridin-8-yl)-(3-methoxy-benzyl)-amine), NC1=CC=NC=C1 (4-aminopyridine). The product is COC=1C=C(CNC=2C=3N(C=CC2)N=C(N3)NC3=CC=NC=C3)C=CC1 (N(8)-(3-Methoxy-benzyl)-N(2)-pyridin-4-yl-[1,2,4]triazolo[1,5-a]pyridine-2,8-diamine), foam. The yield is 3.0%. Reaction SMILES: Cl[C:2]1[N:20]=[C:5]2[C:6]([NH:10][CH2:11][C:12]3[CH:17]=[CH:16][CH:15]=[C:14]([O:18][CH3:19])[CH:13]=3)=[CH:7][CH:8]=[CH:9][N:4]2[N:3]=1.[NH2:21][C:22]1[CH:27]=[CH:26][N:25]=[CH:24][CH:23]=1>>[CH3:19][O:18][C:14]1[CH:13]=[C:12]([CH:17]=[CH:16][CH:15]=1)[CH2:11][NH:10][C:6]1[C:5]2[N:4]([N:3]=[C:2]([NH:21][C:22]3[CH:27]=[CH:26][N:25]=[CH:24][CH:23]=3)[N:20]=2)[CH:9]=[CH:8][CH:7]=1. Reported procedure: N(8)-(3-Methoxy-benzyl)-N(2)-pyridin-4-yl-[1,2,4]triazolo[1,5-a]pyridine-2,8-diamine was prepared from (2-chloro-[1,2,4]triazolo[1,5-a]pyridin-8-yl)-(3-methoxy-benzyl)-amine (99.9 mg, 0.346 mmol) and 4-aminopyridine (36.47 mg, 0.3875 mmol) in a manner analogous to Example 2d. Product was isolated as an off-white foam (3.63 mg, 3%). 1H NMR (400 MHz, (D3C)2SO, δ, ppm): 10.02 (s, 1H), 8.32 (m, 2H), 8.00 (d, J=6.7 Hz, 1H), 7.69 (m, 2H), 7.23 (t, J=16.4, 8.2 Hz, 1H), 6.97 (s, 2H), 6.79 (m, 2H), 6.67 ... Reactants: CCN(CC)S(F)(F)F, ClCCl, COCCCCC(O)(c1ccccc1)C1CCCN(C(=O)NC(CC2CCCCC2)CN(C)C(=O)OCC[Si](C)(C)C)C1. The product is COCCCCC(F)(c1ccccc1)C1CCCN(C(=O)NC(CC2CCCCC2)CN(C)C(=O)OCC[Si](C)(C)C)C1. RXN SMILES: [CH2:44]([N:45]([S:46]([F:47])([F:48])[F:50])[CH2:49][CH3:51])[CH3:52].[Cl:53][CH2:54][Cl:55].[OH:1][C:2]([CH2:3][CH2:4][CH2:5][CH2:6][O:7][CH3:8])([c:9]1[cH:10][cH:11][cH:12][cH:13][cH:14]1)[CH:15]1[CH2:16][N:17]([C:21](=[O:22])[NH:23][CH:24]([CH2:25][N:26]([C:27]([O:28][CH2:29][CH2:30][Si:31]([CH3:32])([CH3:33])[CH3:34])=[O:35])[CH3:36])[CH2:37][CH:38]2[CH2:39][CH2:40][CH2:41][CH2:42][CH2:43]2)[CH2:18][CH2:19][CH2:20]1>>[C:2]([CH2:3][CH2:4][CH2:5][CH2:6][O:7][CH3:8])([c:9]1[cH:10][cH:11][cH:12][cH:13][cH:14]1)([CH:15]1[CH2:16][N:17]([C:21](=[O:22])[NH:23][CH:24]([CH2:25][N:26]([C:27]([O:28][CH2:29][CH2:30][Si:31]([CH3:32])([CH3:33])[CH3:34])=[O:35])[CH3:36])[CH2:37][CH:38]2[CH2:39][CH2:40][CH2:41][CH2:42][CH2:43]2)[CH2:18][CH2:19][CH2:20]1)[F:50]. The reactants are Cl.CNC (dimethylamine hydrochloride), C=O (paraformaldehyde), CC(=O)C1=CC(=C(C(=C1)OC)OC)OC (3,4,5-Trimethoxyacetophenone), C=O (paraformaldehyde), Cl.CNC (dimethylamine hydrochloride), Cl (HCl), Cl (HCl). Solvent: C(C)O (ethanol), O (water). Product: CN(C)CCC(=O)C1=CC(=C(C(=C1)OC)OC)OC (3-(N,N-Dimethylamino)-1-(3,4,5-trimethoxyphenyl)-1-propanone). The yield is 90.5%. RXN SMILES: [CH3:1][C:2]([C:4]1[CH:9]=[C:8]([O:10][CH3:11])[C:7]([O:12][CH3:13])=[C:6]([O:14][CH3:15])[CH:5]=1)=[O:3].[CH2:16]=O.Cl.[CH3:19][NH:20][CH3:21].Cl>C(O)C.O>[CH3:19][N:20]([CH2:16][CH2:1][C:2]([C:4]1[CH:5]=[C:6]([O:14][CH3:15])[C:7]([O:12][CH3:13])=[C:8]([O:10][CH3:11])[CH:9]=1)=[O:3])[CH3:21] |f:2.3|. Reported procedure: 3,4,5-Trimethoxyacetophenone (50 g, 237.8 mmole), paraformaldehyde (9.75 g, 304.7 mmole), dimethylamine hydrochloride (26.42 g, 324.0 mmole) and 5 mL conc. HCl were dissolved in 200 mL absolute ethanol and refluxed for 10 hours. Additional dimethylamine hydrochloride (13.21 g, 162.0 mmole) and paraformaldehyde (9.75 g, 304.7 mmole) were added and the solution returned to reflux. Alter 54 hours (total reaction time), 80 mL of 10% HCl and 500 mL of water were added and the solution was extracted w... Reactants: N#Cc1ccc(N2CCC(C(=O)O)CC2)nc1, Cc1noc(-c2ccc(C(=O)N3CCC(COc4ccc(Cl)cn4)C(c4ccc(Cl)cc4)C3)cc2)n1, CC(Nc1ccc(C#N)cn1)C1CCNCC1c1ccc(Cl)cc1. Product: CC(Nc1ccc(C#N)cn1)C1CCN(C(=O)C2CCN(c3ccc(C#N)cn3)CC2)CC1c1ccc(Cl)cc1. RXN SMILES: [C:61](#[N:62])[c:63]1[cH:64][cH:65][c:66]([N:69]2[CH2:70][CH2:71][CH:72]([C:75](=[O:76])[OH:77])[CH2:73][CH2:74]2)[n:67][cH:68]1.[Cl:1][c:2]1[cH:3][cH:4][c:5]([CH:6]2[CH:7]([CH2:8][O:9][c:10]3[cH:11][cH:12][c:13]([Cl:14])[cH:15][n:16]3)[CH2:17][CH2:18][N:19]([C:20]([c:21]3[cH:22][cH:23][c:24](-[c:25]4[o:26][n:27][c:28]([CH3:29])[n:30]4)[cH:31][cH:32]3)=[O:33])[CH2:34]2)[cH:35][cH:36]1.[Cl:37][c:38]1[cH:39][cH:40][c:41]([CH:44]2[CH2:45][NH:46][CH2:47][CH2:48][CH:49]2[CH:50]([CH3:51])[NH:52][c:53]2[n:54][cH:55][c:56]([C:57]#[N:58])[cH:59][cH:60]2)[cH:42][cH:43]1>>[Cl:37][c:38]1[cH:39][cH:40][c:41]([CH:44]2[CH2:45][N:46]([C:75]([CH:72]3[CH2:71][CH2:70][N:69]([c:66]4[cH:65][cH:64][c:63]([C:61]#[N:62])[cH:68][n:67]4)[CH2:74][CH2:73]3)=[O:76])[CH2:47][CH2:48][CH:49]2[CH:50]([CH3:51])[NH:52][c:53]2[n:54][cH:55][c:56]([C:57]#[N:58])[cH:59][cH:60]2)[cH:42][cH:43]1. The reactants are BrC1=C(C(=O)N(C)OC)C=C(C=C1)F (2-Bromo-5-fluoro-N-methoxy-N-methylbenzamide), C[Mg]Br (Methyl magnesium bromide). The solvent is C1CCOC1 (THF). Run at temperature 0 celsius, time 1 hour. Product: BrC1=C(C=C(C=C1)F)C(C)=O (1-(2-bromo-5-fluorophenyl)ethanone). The yield is 93.0%. Reaction SMILES: [Br:1][C:2]1[CH:13]=[CH:12][C:11]([F:14])=[CH:10][C:3]=1[C:4](N(OC)C)=[O:5].[CH3:15][Mg]Br>C1COCC1>[Br:1][C:2]1[CH:13]=[CH:12][C:11]([F:14])=[CH:10][C:3]=1[C:4](=[O:5])[CH3:15]. Procedure details: 2-Bromo-5-fluoro-N-methoxy-N-methylbenzamide (4.0 g, 0.015 mol) was dissolved in THF (30 mL) and the solution was cooled to 0° C. under N2blanket. Methyl magnesium bromide (15.26 mL, 0.046 mol) was added dropwise over 30 min. The solution was warmed to room temperature and stirred for 1 hour. The solution was cooled to 0° C. and quenched with HCl/EtOH (9 mL, 4 M solution). The reaction mixture was transferred to a separatory funnel, diluted with H2O (30 mL), and extracted with Ethyl Acetate (2×4...